describe an organic reaction: reactants, conditions, products, and yield From a dataset of the Open Reaction Database (ORD), a public repository of structured organic reaction records. Reactants: solution, [F-].C(CCC)[N+](CCCC)(CCCC)CCCC (tetrabutylammonium fluoride), C(C1=CC=CC=C1)OC1=C(C=C(C=C1)[C@H](CN[C@@H](COC1=CC=C(C=C1)C1=CC=C(C=C1)C(=O)OCC)C)O[Si](CC)(CC)CC)NS(=O)(=O)C (Ethyl 4′-{(R)-2-[(R)-2-(4-benzyloxy-3-methanesulfonylaminophenyl)-2-triethylsilanyloxyethylamino]propyloxy}biphenyl-4-carboxylate). Solvent: O1CCCC1 (tetrahydrofuran), O1CCCC1 (tetrahydrofuran). The product is C(C1=CC=CC=C1)OC1=C(C=C(C=C1)[C@H](CN[C@@H](COC1=CC=C(C=C1)C1=CC=C(C=C1)C(=O)OCC)C)O)NS(=O)(=O)C (Ethyl 4′-{(R)-2-[(R)-2-(4-benzyloxy-3-methanesulfonylaminophenyl)-2-hydroxyethylamino]propyloxy}biphenyl-4-carboxylate). Reaction SMILES: [CH2:1]([O:8][C:9]1[CH:14]=[CH:13][C:12]([C@@H:15]([O:39][Si](CC)(CC)CC)[CH2:16][NH:17][C@H:18]([CH3:38])[CH2:19][O:20][C:21]2[CH:26]=[CH:25][C:24]([C:27]3[CH:32]=[CH:31][C:30]([C:33]([O:35][CH2:36][CH3:37])=[O:34])=[CH:29][CH:28]=3)=[CH:23][CH:22]=2)=[CH:11][C:10]=1[NH:47][S:48]([CH3:51])(=[O:50])=[O:49])[C:2]1[CH:7]=[CH:6][CH:5]=[CH:4][CH:3]=1.[F-].C([N+](CCCC)(CCCC)CCCC)CCC>O1CCCC1>[CH2:1]([O:8][C:9]1[CH:14]=[CH:13][C:12]([C@@H:15]([OH:39])[CH2:16][NH:17][C@H:18]([CH3:38])[CH2:19][O:20][C:21]2[CH:26]=[CH:25][C:24]([C:27]3[CH:32]=[CH:31][C:30]([C:33]([O:35][CH2:36][CH3:37])=[O:34])=[CH:29][CH:28]=3)=[CH:23][CH:22]=2)=[CH:11][C:10]=1[NH:47][S:48]([CH3:51])(=[O:49])=[O:50])[C:2]1[CH:7]=[CH:6][CH:5]=[CH:4][CH:3]=1 |f:1.2|. Procedure: Ethyl 4′-{(R)-2-[(R)-2-(4-benzyloxy-3-methanesulfonylaminophenyl)-2-triethylsilanyloxyethylamino]propyloxy}biphenyl-4-carboxylate was dissolved in tetrahydrofuran (5.70 mL), and a 1 mol/L solution of tetrabutylammonium fluoride in tetrahydrofuran (0.63 mL) was added dropwise to the solution at room temperature with stirring. After being stirred at that temperature for 13 hrs, the reaction mixture was concentrated in vacuo. The residue was purified by silica gel flash column chromatography (eluen... Reactants: CC(C)(C)OC(=O)N1CCCC1c1nncn1Cc1ccc(Cl)cc1, ClCCl, O=C(O)C(F)(F)F. The product is Clc1ccc(Cn2cnnc2C2CCCN2)cc1. RXN SMILES: [Cl:1][c:2]1[cH:3][cH:4][c:5]([CH2:6][n:7]2[c:8]([CH:12]3[N:13]([C:17]([O:18][C:19]([CH3:20])([CH3:21])[CH3:22])=[O:23])[CH2:14][CH2:15][CH2:16]3)[n:9][n:10][cH:11]2)[cH:24][cH:25]1.[Cl:33][CH2:34][Cl:35].[F:26][C:27]([F:28])([F:29])[C:30]([OH:31])=[O:32]>>[Cl:1][c:2]1[cH:3][cH:4][c:5]([CH2:6][n:7]2[c:8]([CH:12]3[NH:13][CH2:14][CH2:15][CH2:16]3)[n:9][n:10][cH:11]2)[cH:24][cH:25]1. Starting materials: Cl.Cl.N1(CCNCC1)C=1C2=C(N=CN1)NC=C2 (4-Piperazin-1-yl-7H-pyrrolo[2,3-d]pyrimidine dihydrochloride), Cl (HCl), Cl (HCl), ClC=1C=C(C=CC1Cl)C(C(=O)O)CC=1N=CNC1 (2-(3,4-Dichlorophenyl)-3-(1H-imidazol-4-yl)-propionic acid), amine. Run in CCOCC (Ether). The product is ClC=1C=C(C=CC1Cl)C(C(=O)N1CCN(CC1)C=1C2=C(N=CN1)NC=C2)CC=2N=CNC2 (2-(3,4-Dichlorophenyl)-3-(1H-imidazol-4-yl)-1-[4-(7H-pyrrolo[2,3-d]pyrimidin-4-yl)-piperazin-1-yl]-propan-1-one). RXN SMILES: Cl.Cl.[N:3]1([C:9]2[C:10]3[CH:17]=[CH:16][NH:15][C:11]=3[N:12]=[CH:13][N:14]=2)[CH2:8][CH2:7][NH:6][CH2:5][CH2:4]1.[Cl:18][C:19]1[CH:20]=[C:21]([CH:26]([CH2:30][C:31]2[N:32]=[CH:33][NH:34][CH:35]=2)[C:27](O)=[O:28])[CH:22]=[CH:23][C:24]=1[Cl:25].Cl>CCOCC>[Cl:18][C:19]1[CH:20]=[C:21]([CH:26]([CH2:30][C:31]2[N:32]=[CH:33][NH:34][CH:35]=2)[C:27]([N:6]2[CH2:5][CH2:4][N:3]([C:9]3[C:10]4[CH:17]=[CH:16][NH:15][C:11]=4[N:12]=[CH:13][N:14]=3)[CH2:8][CH2:7]2)=[O:28])[CH:22]=[CH:23][C:24]=1[Cl:25] |f:0.1.2|. Procedure: 2-(3,4-Dichlorophenyl)-3-(1H-imidazol-4-yl)-1-[4-(7H-pyrrolo[2,3-d]pyrimidin-4-yl)-piperazin-1-yl]-propan-1-one was prepared by substituting 5-piperazin-1-yl-1H-indazole with 4-Piperazin-1-yl-7H-pyrrolo[2,3-d]pyrimidine dihydrochloride and substituting (D)-Boc-4-chlorophenylalanine with 2-(3,4-Dichlorophenyl)-3-(1H-imidazol-4-yl)-propionic acid in Example B-1, Step 2. The free amine was converted to HCl salt by treatment with HCl in Ether. 1H NMR (CD3OD, 400 MHz) δ 8.76 (s, 1H), 8.32 (s, 1H), 7.... The reactants are C1(CC1)NC1=NC=CC(=N1)C=1C(=NN2C1C=CC=C2)C2=CC(=NC=C2)F (N-cyclopropyl-4-[2-(2-fluoro-4-pyridinyl)pyrazolo[1,5-a]pyridin-3-yl]-2-pyrimidinamine), C(C)(C)N (isopropylamine), steel. The product is C1(CC1)NC1=NC=CC(=N1)C=1C(=NN2C1C=CC=C2)C2=CC(=NC=C2)NC(C)C (N-cyclopropyl-4-{2-[2-(isopropylamino)-4-pyridinyl]pyrazolo[1,5-a]pyridin-3-yl}-2-pyrimidinamine). Isolated yield 80.7%. As a reaction SMILES: [CH:1]1([NH:4][C:5]2[N:10]=[C:9]([C:11]3[C:12]([C:20]4[CH:25]=[CH:24][N:23]=[C:22](F)[CH:21]=4)=[N:13][N:14]4[CH:19]=[CH:18][CH:17]=[CH:16][C:15]=34)[CH:8]=[CH:7][N:6]=2)[CH2:3][CH2:2]1.[CH:27]([NH2:30])([CH3:29])[CH3:28]>>[CH:1]1([NH:4][C:5]2[N:10]=[C:9]([C:11]3[C:12]([C:20]4[CH:25]=[CH:24][N:23]=[C:22]([NH:30][CH:27]([CH3:29])[CH3:28])[CH:21]=4)=[N:13][N:14]4[CH:19]=[CH:18][CH:17]=[CH:16][C:15]=34)[CH:8]=[CH:7][N:6]=2)[CH2:3][CH2:2]1. Procedure details: A solution of N-cyclopropyl-4-[2-(2-fluoro-4-pyridinyl)pyrazolo[1,5-a]pyridin-3-yl]-2-pyrimidinamine (206 mg, 0.595 mmol) in isopropylamine (3 mL, 35.2 mmol) was heated at 150° C. in a steel bomb for 16 hours. The excess isopropylamine was removed under a stream of nitrogen. The crude material was triturated with ether to provide N-cyclopropyl-4-{2-[2-(isopropylamino)-4-pyridinyl]pyrazolo[1,5-a]pyridin-3-yl}-2-pyrimidinamine (185 mg, 80%) as a tan solid. 1H NMR (CDCl3) δ 8.60 (d, 1H), 8.51 (d, 1... The reactants are O=C([O-])O, CC(C)(C#N)c1cccc(C(=O)Cl)c1, Cc1ccc(N)cc1O, [Na+], C1CCOC1. Yields the product Cc1ccc(NC(=O)c2cccc(C(C)(C)C#N)c2)cc1O. Reaction SMILES: [C:10](=[O:11])([O-:12])[OH:13].[C:15](#[N:16])[C:17]([CH3:18])([CH3:19])[c:20]1[cH:21][c:22]([C:23](=[O:24])[Cl:25])[cH:26][cH:27][cH:28]1.[NH2:1][c:2]1[cH:3][cH:4][c:5]([CH3:9])[c:6]([OH:8])[cH:7]1.[Na+:14].[O:29]1[CH2:30][CH2:31][CH2:32][CH2:33]1>>[NH:1]([c:2]1[cH:3][cH:4][c:5]([CH3:9])[c:6]([OH:8])[cH:7]1)[C:23]([c:22]1[cH:21][c:20]([C:17]([C:15]#[N:16])([CH3:18])[CH3:19])[cH:28][cH:27][cH:26]1)=[O:24]. Reactants: CN1CCOCC1 (N-methylmorpholine), N([C@@H](CCCCNC(=O)CCC(=O)O)C(=O)OC)C(=O)OCC1=CC=CC=C1 (Z-Lys(COCH2CH2COOH)-OCH3), N([C@@H]([C@H](OCC1=CC=CC=C1)C)C(=O)ON1C(=O)CCC1=O)C(=O)OC(C)(C)C (Boc-Thr(Bzl)-OSu), Cl (hydrochloric acid), [H][H] (hydrogen). Reagents/catalysts: [C].[Pd] (palladium-carbon). Run in CO (methanol), C(C)N(CC)CC (triethylamine), C1CCOC1 (THF), O (water), C(C)OCC (diethyl ether), C(Cl)(Cl)Cl (chloroform). Conditions: time 18 hour. The product is N([C@@H]([C@H](OCC1=CC=CC=C1)C)C(=O)N[C@@H](CCCCNC(=O)CCC(=O)O)C(=O)OC)C(=O)OC(C)(C)C (Boc-Thr(Bzl)-Lys(COCH2CH2COOH)-OCH3). The yield is 19.1%. As a reaction SMILES: [NH:1](C(OCC1C=CC=CC=1)=O)[C@H:2]([C:15]([O:17][CH3:18])=[O:16])[CH2:3][CH2:4][CH2:5][CH2:6][NH:7][C:8]([CH2:10][CH2:11][C:12]([OH:14])=[O:13])=[O:9].Cl.[H][H].[NH:32]([C:54]([O:56][C:57]([CH3:60])([CH3:59])[CH3:58])=[O:55])[C@H:33]([C:44]([O:46]N1C(=O)CCC1=O)=O)[C@@H:34]([CH3:43])[O:35][CH2:36][C:37]1[CH:42]=[CH:41][CH:40]=[CH:39][CH:38]=1.CN1CCOCC1>CO.C1COCC1.O.C(Cl)(Cl)Cl.[C].[Pd].C(OCC)C.C(N(CC)CC)C>[NH:32]([C:54]([O:56][C:57]([CH3:58])([CH3:59])[CH3:60])=[O:55])[C@H:33]([C:44]([NH:1][C@H:2]([C:15]([O:17][CH3:18])=[O:16])[CH2:3][CH2:4][CH2:5][CH2:6][NH:7][C:8]([CH2:10][CH2:11][C:12]([OH:14])=[O:13])=[O:9])=[O:46])[C@@H:34]([CH3:43])[O:35][CH2:36][C:37]1[CH:38]=[CH:39][CH:40]=[CH:41][CH:42]=1 |f:9.10|. Procedure: 3.60 Grams of Z-Lys(COCH2CH2COOH)-OCH3 was dissolved in 30 ml of methanol, to this solution was added 100 mg of 5%-palladium-carbon and 9.13 ml of 1N-hydrochloric acid, and the mixture was subjected to a catalytic reduction in a hydrogen gas stream. After finishing the reaction, the catalyst was removed by filtration, and the filtrate was concentrated under reduced pressure, the residue thus obtained was dried over sodium hydroxide under reduced pressure. Then the residue thus obtained was disso... The reactants are [H-].[Na+] (sodium hydride), C(C)OC(=O)C1=C(N=C(O1)C1(CCCCC1)Br)CBr (2-(1-Bromo-cyclohexyl)-4-bromomethyl-oxazole-5-carboxylic acid ethyl ester), C(C)(=O)O (acetic acid). The reagents and catalysts are [Pd] (palladium on charcoal). The solvent is C(C)O (ethanol). Conditions: temperature 65 celsius, time 1 hour. Product: C(C)OC(=O)C1=C(N=C(O1)C1CCCCC1)COCC (2-Cyclohexyl-4-ethoxymethyl-oxazole-5-carboxylic acid ethyl ester). As a reaction SMILES: [CH2:1]([O:3][C:4]([C:6]1[O:10][C:9]([C:11]2(Br)[CH2:16][CH2:15][CH2:14][CH2:13][CH2:12]2)=[N:8][C:7]=1[CH2:18]Br)=[O:5])[CH3:2].[H-].[Na+].[C:22](O)(=[O:24])[CH3:23]>C(O)C.[Pd]>[CH2:1]([O:3][C:4]([C:6]1[O:10][C:9]([CH:11]2[CH2:16][CH2:15][CH2:14][CH2:13][CH2:12]2)=[N:8][C:7]=1[CH2:18][O:24][CH2:22][CH3:23])=[O:5])[CH3:2] |f:1.2|. Procedure: 1.25 g 2-(1-Bromo-cyclohexyl)-4-bromomethyl-oxazole-5-carboxylic acid ethyl ester was dissolved in 15 ml ethanol. 176 mg sodium hydride were added and the reaction mixture stirred at 65° C. for one hour. The cooled reaction mixture was neutralized by the addition of acetic acid (pH˜6). 50 mg palladium on charcoal (10%) were added and the reaction mixture was stirred under an atmosphere of hydrogen for one hour. The catalyst was filtered off through a pad of celite, the filtrate was evaporated in... The reactants are [OH-].[Na+] (sodium hydroxide), O (water), C=1(C)C(C)=CC(C)=CC1 (pseudocumene), FC(CCNC=1C=C(C=CC1C)O)(F)F (3-trifluoropropylamino-4-methylphenol). Conditions: temperature 100 celsius. Product: [OH-].C(=O)(O)C1=C(C=CC=C1)C=1C2=CC(=C(C=C2[O+]=C2C=C(C(=CC12)C)NCCC(F)(F)F)NCCC(F)(F)F)C (9-(2-carboxyphenyl)-3,6-bis(3',3',3'-trifluoropropylamino)-2,7-dimethyl xanthylium hydroxide). RXN SMILES: [C:1]1([C:3](=[CH:5][C:6](=[CH:8][CH:9]=1)[CH3:7])[CH3:4])C.[F:10][C:11]([F:24])([F:23])[CH2:12][CH2:13][NH:14][C:15]1[CH:16]=[C:17]([OH:22])[CH:18]=[CH:19][C:20]=1[CH3:21].[OH-:25].[Na+].[OH2:27]>>[OH-:22].[C:21]([C:20]1[CH:19]=[CH:18][CH:17]=[CH:16][C:15]=1[C:7]1[C:18]2[C:17]([O+:22]=[C:8]3[C:6]=1[CH:5]=[C:3]([CH3:4])[C:1]([NH:14][CH2:13][CH2:12][C:11]([F:10])([F:24])[F:23])=[CH:9]3)=[CH:16][C:15]([NH:14][CH2:13][CH2:12][C:11]([F:23])([F:24])[F:10])=[C:20]([CH3:21])[CH:19]=2)([OH:27])=[O:25] |f:2.3,5.6|. Procedure: The pseudocumene layer from alkylation, containing 0.35-0.38 mole of 3-trifluoropropylamino-4-methylphenol was refluxed in a 1 L 3-necked flask fitted with thermometer, stirrer and Dean-Stark trap in order to remove water as the azeotrope. To the dry solution was added 30 g of phthalic anhydride. Condensation was effected by heating at reflux for 20 hours while removing water generated by reaction as the pseudocumene-water azeotrope. The solution turned red. When condensation was complete the so... The reactants are Cl.N1CC(C1)NC1=C(C=C(C=C1)Br)[N+](=O)[O-] (azetidin-3-yl-(4-bromo-2-nitro-phenyl)-amine, hydrochloride), C=O (formaldehyde), C(C)(=O)O[BH-](OC(C)=O)OC(C)=O.[Na+] (sodium triacetoxyborohydride). Solvent: C(C)(=O)OCC (ethyl acetate), C(C)#N (acetonitrile). Reaction conditions: time 8 hour. Product: BrC1=CC(=C(C=C1)NC1CN(C1)C)[N+](=O)[O-] ((4-Bromo-2-nitro-phenyl)-(1-methyl-azetidin-3-yl)-amine). Yield: 107.2%. RXN SMILES: Cl.[NH:2]1[CH2:5][CH:4]([NH:6][C:7]2[CH:12]=[CH:11][C:10]([Br:13])=[CH:9][C:8]=2[N+:14]([O-:16])=[O:15])[CH2:3]1.C=O.[C:19](O[BH-](OC(=O)C)OC(=O)C)(=O)C.[Na+]>C(#N)C.C(OCC)(=O)C>[Br:13][C:10]1[CH:11]=[CH:12][C:7]([NH:6][CH:4]2[CH2:5][N:2]([CH3:19])[CH2:3]2)=[C:8]([N+:14]([O-:16])=[O:15])[CH:9]=1 |f:0.1,3.4|. Reported procedure: To a mixture of azetidin-3-yl-(4-bromo-2-nitro-phenyl)-amine, hydrochloride (27.7 mmol, 8.54 g) in acetonitrile (100 mL) and 37% aqueous formaldehyde (83.0 mmol, 6.28 mL, 3.00 equiv.) at 0° C. add sodium triacetoxyborohydride (88.6 mmol, 18.8 g) slowly. Stir at room temperature under nitrogen overnight. Remove volatiles under reduced pressure. Dilute with ethyl acetate, wash with 10% aqueous sodium bicarbonate twice, dry over anhydrous sodium sulfate, filter, and concentrate under reduced pressu...